Dataset: the Open Reaction Database (ORD), a public repository of structured organic reaction records. Task: describe an organic reaction: reactants, conditions, products, and yield Starting materials: O (Water), OC1CCNCC1 (4-Hydroxypiperidine), C(C)(C)N(C(C)C)CC (N,N-diisopropylethylamine), ClC(=O)OCC1=CC=CC=C1 (benzyl chloroformate). The solvent is C(Cl)Cl (methylene dichloride). The product is C(C1=CC=CC=C1)OC(=O)N1CCC(CC1)O (1-benzyloxycarbonyl-4-hydroxypiperidine). As a reaction SMILES: [OH:1][CH:2]1[CH2:7][CH2:6][NH:5][CH2:4][CH2:3]1.C(N(CC)C(C)C)(C)C.Cl[C:18]([O:20][CH2:21][C:22]1[CH:27]=[CH:26][CH:25]=[CH:24][CH:23]=1)=[O:19].O>C(Cl)Cl>[CH2:21]([O:20][C:18]([N:5]1[CH2:6][CH2:7][CH:2]([OH:1])[CH2:3][CH2:4]1)=[O:19])[C:22]1[CH:27]=[CH:26][CH:25]=[CH:24][CH:23]=1. Reported procedure: 4-Hydroxypiperidine (10 g., 0.099 mole) and N,N-diisopropylethylamine (87 ml., 0.495 mole) were dissolved in methylene dichloride (200 ml.). The solution was cooled (ice bath) and protected from atmospheric moisture (drying tube), and benzyl chloroformate (14.1 ml., 16.9 g., 0.099 mole) was added over 2 hrs. Water (20 ml.) was added and the solvents were evaporated in vacuo (approx. 1 mm. pressure, solid CO2 cold finger condenser). The residue was shaken together with water (200 ml.) and ethyl a... Reactants: CC(C)(C)OC(=O)CBr, CCCC[N+](CCCC)(CCCC)CCCC, COc1cc(C)c(S(=O)(=O)N2c3ccccc3CCC2CO)c(C)c1, Cc1ccccc1, [Na+], [OH-], O=S(=O)([O-])O. The product is COc1cc(C)c(S(=O)(=O)N2c3ccccc3CCC2COCC(=O)OC(C)(C)C)c(C)c1. Reaction SMILES: [Br:1][CH2:2][C:3](=[O:4])[O:5][C:6]([CH3:7])([CH3:8])[CH3:9].[CH2:40]([N+:41]([CH2:42][CH2:43][CH2:44][CH3:45])([CH2:46][CH2:47][CH2:48][CH3:49])[CH2:50][CH2:51][CH2:52][CH3:53])[CH2:54][CH2:55][CH3:56].[CH3:10][O:11][c:12]1[cH:13][c:14]([CH3:34])[c:15]([S:19](=[O:20])(=[O:21])[N:22]2[CH:23]([CH2:32][OH:33])[CH2:24][CH2:25][c:26]3[cH:27][cH:28][cH:29][cH:30][c:31]32)[c:16]([CH3:18])[cH:17]1.[CH3:59][c:60]1[cH:61][cH:62][cH:63][cH:64][cH:65]1.[Na+:58].[OH-:57].[S:35]([O-:36])([OH:37])(=[O:38])=[O:39]>>[CH2:2]([C:3](=[O:4])[O:5][C:6]([CH3:7])([CH3:8])[CH3:9])[O:33][CH2:32][CH:23]1[N:22]([S:19]([c:15]2[c:14]([CH3:34])[cH:13][c:12]([O:11][CH3:10])[cH:17][c:16]2[CH3:18])(=[O:20])=[O:21])[c:31]2[c:26]([cH:27][cH:28][cH:29][cH:30]2)[CH2:25][CH2:24]1. Procedure details: 5-Allyloxy-N-neopentylindole (Step B; 1.4 g, 4.93 mmol) was refluxed in 20 mL 1,2-dichlorobenzene for 4 hours. The reaction mixture was cooled and immediately purified by flash chromatography on silica gel (gradient elution: hexane then 10% ethyl acetate/hexane) to provide the title compound. Reactants: C(C=C)OC=1C=C2C=CN(C2=CC1)CC(C)(C)C (5-allyloxy-N-neopentylindole), ClC1=C(C=CC=C1)Cl (1,2-dichlorobenzene). Product: C(C=C)C1=C2C=CN(C2=CC=C1O)CC(C)(C)C (4-allyl-5-hydroxy-N-neopentylindole). As a reaction SMILES: C([O:4][C:5]1[CH:6]=[C:7]2[C:11](=[CH:12][CH:13]=1)[N:10]([CH2:14][C:15]([CH3:18])([CH3:17])[CH3:16])[CH:9]=[CH:8]2)C=C.Cl[C:20]1[CH:25]=CC=C[C:21]=1Cl>>[CH2:25]([C:6]1[C:5]([OH:4])=[CH:13][CH:12]=[C:11]2[C:7]=1[CH:8]=[CH:9][N:10]2[CH2:14][C:15]([CH3:16])([CH3:17])[CH3:18])[CH:20]=[CH2:21]. The reactants are CO, O=C(Cn1nc(C(F)F)cc1C(F)F)N1CCC(c2nc(C3=NOC(c4ccccc4[N+](=O)[O-])C3)cs2)CC1. Product: Nc1ccccc1C1CC(c2csc(C3CCN(C(=O)Cn4nc(C(F)F)cc4C(F)F)CC3)n2)=NO1. RXN SMILES: [CH3:40][OH:41].[F:1][CH:2]([c:3]1[n:4][n:5]([CH2:11][C:12](=[O:13])[N:14]2[CH2:15][CH2:16][CH:17]([c:20]3[s:21][cH:22][c:23]([C:25]4=[N:26][O:27][CH:28]([c:30]5[c:31]([N+:36]([O-:37])=[O:38])[cH:32][cH:33][cH:34][cH:35]5)[CH2:29]4)[n:24]3)[CH2:18][CH2:19]2)[c:6]([CH:8]([F:9])[F:10])[cH:7]1)[F:39]>>[F:1][CH:2]([c:3]1[n:4][n:5]([CH2:11][C:12](=[O:13])[N:14]2[CH2:15][CH2:16][CH:17]([c:20]3[s:21][cH:22][c:23]([C:25]4=[N:26][O:27][CH:28]([c:30]5[c:31]([NH2:36])[cH:32][cH:33][cH:34][cH:35]5)[CH2:29]4)[n:24]3)[CH2:18][CH2:19]2)[c:6]([CH:8]([F:9])[F:10])[cH:7]1)[F:39]. Starting materials: C(C)(C)(C)OC(NC1=C(C=C(C(=C1)N1CCCC1)C)NC(CC(=O)C1=CC(=CC=C1)C1=CC(=NO1)C)=O)=O ((4-methyl-2-{3-[3-(3-methyl-isoxazol-5-yl)-phenyl]-3-oxo-propionylamino}-5-pyrrolidin-1-yl-phenyl)-carbamic acid tert-butyl ester), C(=O)(C(F)(F)F)O (TFA). Reported procedure: The title compound was prepared from (4-methyl-2-{3-[3-(3-methyl-isoxazol-5-yl)-phenyl]-3-oxo-propionylamino}-5-pyrrolidin-1-yl-phenyl)-carbamic acid tert-butyl ester (Example M111) (0.33 g, 0.64 mmol) by treatment with TFA in CH2Cl2 according to the general procedure N. Obtained as an off-white solid (223 mg, 87%). Yields the product CC=1C(=CC2=C(NC(CC(=N2)C2=CC(=CC=C2)C2=CC(=NO2)C)=O)C1)N1CCCC1 (8-Methyl-4-[3-(3-methyl-isoxazol-5-yl)-phenyl]-7-pyrrolidin-1-yl-1,3-dihydro-benzo[b][1,4]diazepin-2-one), solid. Yield: 87.0%. The solvent is C(Cl)Cl (CH2Cl2). As a reaction SMILES: C(OC(=O)[NH:7][C:8]1[CH:13]=[C:12]([N:14]2[CH2:18][CH2:17][CH2:16][CH2:15]2)[C:11]([CH3:19])=[CH:10][C:9]=1[NH:20][C:21](=[O:37])[CH2:22][C:23]([C:25]1[CH:30]=[CH:29][CH:28]=[C:27]([C:31]2[O:35][N:34]=[C:33]([CH3:36])[CH:32]=2)[CH:26]=1)=O)(C)(C)C.C(O)(C(F)(F)F)=O>C(Cl)Cl>[CH3:19][C:11]1[C:12]([N:14]2[CH2:18][CH2:17][CH2:16][CH2:15]2)=[CH:13][C:8]2[N:7]=[C:23]([C:25]3[CH:30]=[CH:29][CH:28]=[C:27]([C:31]4[O:35][N:34]=[C:33]([CH3:36])[CH:32]=4)[CH:26]=3)[CH2:22][C:21](=[O:37])[NH:20][C:9]=2[CH:10]=1.